Dataset: the Open Reaction Database (ORD), a public repository of structured organic reaction records. Task: describe an organic reaction: reactants, conditions, products, and yield Starting materials: C(CC)N(CCC)CC1CN(CCC1)CC#N (2-[3-[(dipropylamino)methyl]-piperidin-1-yl]acetonitrile), N (ammonia). Solvent: ClCCl.CO (dichloromethane methanol). Yields the product N1(CCCCC1)CC1CN(CC1)CC#N (2-[3-[(piperidin-1-yl)methyl]-pyrrolidin-1-yl]acetonitrile). As a reaction SMILES: C(N(C[CH:9]1[CH2:14][CH2:13][CH2:12][N:11]([CH2:15][C:16]#[N:17])[CH2:10]1)CCC)CC.[NH3:18]>ClCCl.CO>[N:18]1([CH2:9][CH:14]2[CH2:13][CH2:12][N:11]([CH2:15][C:16]#[N:17])[CH2:10]2)[CH2:10][CH2:9][CH2:14][CH2:13][CH2:12]1 |f:2.3|. Procedure: 2-[3-[(dipropylamino)methyl]-piperidin-1-yl]acetonitrile in a yield of 76% of theory, RF 0.545 (Macherey-Nagel, PolygramRSIL G/UV254, pre-coated plastic sheets for TLC, eluant: dichloromethane/methanol/conc. ammonia 89/10/1 v/v); Starting materials: [Al+3], NC(CCSCc1ccccc1)C(=O)O, [H-], [H-], [H-], [H-], [Li+]. Yields the product NC(CO)CCSCc1ccccc1. As a reaction SMILES: [Al+3:2].[CH2:7]([c:8]1[cH:9][cH:10][cH:11][cH:12][cH:13]1)[S:14][CH2:15][CH2:16][CH:17]([NH2:18])[C:19](=[O:20])[OH:21].[H-:1].[H-:4].[H-:5].[H-:6].[Li+:3]>>[CH2:7]([c:8]1[cH:9][cH:10][cH:11][cH:12][cH:13]1)[S:14][CH2:15][CH2:16][CH:17]([NH2:18])[CH2:19][OH:20]. Reactants: CC(C)(C)OC(=O)NCC(=O)N1C(C(=O)OC(C)(C)C)CSC1C(C)(C)C, C[Si](C)(C)I. Yields the product CC(C)(C)OC(=O)C1CSC(C(C)(C)C)N1C(=O)CN. RXN SMILES: [C:1]([O:2][C:3](=[O:4])[NH:8][CH2:9][C:10](=[O:11])[N:12]1[CH:13]([C:24]([CH3:25])([CH3:26])[CH3:27])[S:14][CH2:15][CH:16]1[C:17](=[O:18])[O:19][C:20]([CH3:21])([CH3:22])[CH3:23])([CH3:5])([CH3:6])[CH3:7].[I:28][Si:29]([CH3:30])([CH3:31])[CH3:32]>>[NH2:8][CH2:9][C:10](=[O:11])[N:12]1[CH:13]([C:24]([CH3:25])([CH3:26])[CH3:27])[S:14][CH2:15][CH:16]1[C:17](=[O:18])[O:19][C:20]([CH3:21])([CH3:22])[CH3:23].